Dataset: the Open Reaction Database (ORD), a public repository of structured organic reaction records. Task: describe an organic reaction: reactants, conditions, products, and yield Starting materials: C(OC1=CC=CC=C1)(OC1CC(N(C(C1)(C)C)C)(C)C)=O (phenyl 1,2,2,6,6-pentamethyl-4-piperidinyl carbonate), NN (hydrazine), NN (hydrazine). Solvent: CO (methanol), CO (methanol). Conditions: time 5 hour. Product: C(NN)(=O)OC1CC(N(C(C1)(C)C)C)(C)C (1,2,2,6,6-Pentamethyl-4-piperidinyl Carbazate). RXN SMILES: [C:1](=O)([O:9][CH:10]1[CH2:15][C:14]([CH3:17])([CH3:16])[N:13]([CH3:18])[C:12]([CH3:20])([CH3:19])[CH2:11]1)[O:2]C1C=CC=CC=1.[NH2:22][NH2:23]>CO>[C:1]([O:9][CH:10]1[CH2:15][C:14]([CH3:17])([CH3:16])[N:13]([CH3:18])[C:12]([CH3:20])([CH3:19])[CH2:11]1)(=[O:2])[NH:22][NH2:23]. Reported procedure: Into a 250 ml 3-neck flask was added 20.0 grams (0.069 mole) of phenyl 1,2,2,6,6-pentamethyl-4-piperidinyl carbonate and 100 mls of methanol. The flask was equipped with a magnetic stirrer, thermometer, reflux condenser and dropping funnel containing 3.8 grams (0.076 mole) of 64% aqueous hydrazine. The hydrazine was added slowly to the stirring methanol solution at room temperature. There was a slight exotherm. The reaction mixture was stirred for 5 hours at room temperature at which point liqui... The reactants are O=C([O-])[O-], CN1CCCC1=O, [Cs+], [Cs+], O=C1c2ccccc2C(=O)N1CCOc1cccc(O)c1. The product is O=C1NC(=O)c2ccccc21. Reaction SMILES: [C:22](=[O:23])([O-:24])[O-:25].[CH3:28][N:29]1[CH2:30][CH2:31][CH2:32][C:33]1=[O:34].[Cs+:26].[Cs+:27].[OH:1][c:2]1[cH:3][c:4]([O:19][CH2:20][CH2:21][N:8]2[C:9](=[O:18])[c:10]3[cH:11][cH:12][cH:13][cH:14][c:15]3[C:16]2=[O:17])[cH:5][cH:6][cH:7]1>>[NH:8]1[C:9](=[O:18])[c:10]2[cH:11][cH:12][cH:13][cH:14][c:15]2[C:16]1=[O:17]. Starting materials: ClC=1C(=CC2=C(OCO2)C1)CC(C(=O)OC)=C (methyl 3-[6-chloro-1,3-benzodioxol-5-yl]-alpha-methylene-propanoate), C(C)(=S)O (thioacetic acid). Yields the product C(C)(=O)SCC(C(=O)O)CC1=CC2=C(OCO2)C=C1Cl (alpha-[(acetylthio)methyl]-3-[6-chloro-1,3-benzodioxol-5-yl]-propanoic acid). RXN SMILES: [Cl:1][C:2]1[C:3]([CH2:11][C:12](=[CH2:17])[C:13]([O:15]C)=[O:14])=[CH:4][C:5]2[O:9][CH2:8][O:7][C:6]=2[CH:10]=1.[C:18]([OH:21])(=[S:20])[CH3:19]>>[C:18]([S:20][CH2:17][CH:12]([CH2:11][C:3]1[C:2]([Cl:1])=[CH:10][C:6]2[O:7][CH2:8][O:9][C:5]=2[CH:4]=1)[C:13]([OH:15])=[O:14])(=[O:21])[CH3:19]. Procedure details: The operation is carried out as in Stage 4 of Example 1 starting with 223 mg of product obtained in Stage 4 above and 0.16 ml thioacetic acid. In this way 172 mg of expected product is obtained. Starting materials: CC(=O)OC(C)=O, Cc1ccc(C)c2c1OCO2, O=[N+]([O-])O. The product is Cc1cc([N+](=O)[O-])c(C)c2c1OCO2. RXN SMILES: [CH3:16][C:17]([O:18][C:19](=[O:20])[CH3:21])=[O:22].[CH3:5][c:6]1[cH:7][cH:8][c:9]([CH3:15])[c:10]2[c:14]1[O:13][CH2:12][O:11]2.[OH:1][N+:2]([O-:3])=[O:4]>>[O-:1][N+:2](=[O:4])[c:8]1[cH:7][c:6]([CH3:5])[c:14]2[c:10]([c:9]1[CH3:15])[O:11][CH2:12][O:13]2. The reactants are OC1=C(C=CC(=C1CCC)O)C(C)=O (1-(2,4-dihydroxy-3-propylphenyl) ethanone), O1C(CCCC1)OCC#CCCCCl (1-(tetrahydro-2-pyranoxy)-6-chloro-2-hexyne), C([O-])([O-])=O.[K+].[K+] (potassium carbonate), [I-].[K+] (potassium iodide). Solvent: CC(=O)C (acetone), CN(C=O)C (dimethyl formamide). Reaction conditions: time 52 hour. Yields the product OC1=C(C=CC(=C1CCC)OCCCC#CCO)C(C)=O (1-[2-hydroxy-4-[(6-hydroxy-4-hexynyl)oxy]-3-propylphenyl]ethanone). Yield: 81.0%. RXN SMILES: [OH:1][C:2]1[C:7]([CH2:8][CH2:9][CH3:10])=[C:6]([OH:11])[CH:5]=[CH:4][C:3]=1[C:12](=[O:14])[CH3:13].O1CCCCC1[O:21][CH2:22][C:23]#[C:24][CH2:25][CH2:26][CH2:27]Cl.C(=O)([O-])[O-].[K+].[K+].[I-].[K+]>CC(C)=O.CN(C)C=O>[OH:1][C:2]1[C:7]([CH2:8][CH2:9][CH3:10])=[C:6]([O:11][CH2:27][CH2:26][CH2:25][C:24]#[C:23][CH2:22][OH:21])[CH:5]=[CH:4][C:3]=1[C:12](=[O:14])[CH3:13] |f:2.3.4,5.6|. Procedure details: A mixture of 9.77 g of 1-(2,4-dihydroxy-3-propylphenyl) ethanone, 10.90 g of 1-(tetrahydro-2-pyranoxy)-6-chloro-2-hexyne [R. B. Moffet, P. H. Seay and W. R. Reid, J. Med. Pharm. Chem., 14, 1075 (1971)]. 10.43 g of anhydrous potassium carbonate and 8.36 g of potassium iodide in 250 ml of anhydrous acetone was stirred at reflux for 18 hours. Anhydrous dimethyl formamide (100 ml) was added and reflux with stirring was continued for 52 hours. The solvent was removed in vacuo, the residue was stirred...